This data is from the Open Reaction Database (ORD), a public repository of structured organic reaction records. The task is: describe an organic reaction: reactants, conditions, products, and yield Starting materials: BrC=1C=C(C=CC1OC)CN(C(=O)C1=CC(=CC=C1)C(=O)N)CC=1C(=C2C(=NC1CC)N(N=C2)CC)NC2CCOCC2 (N-{[3-Bromo-4-(methyloxy)phenyl]methyl}-N-{[1,6-diethyl-4-(tetrahydro-2H-pyran-4-ylamino)-1H-pyrazolo[3,4-b]pyridin-5-yl]methyl}-1,3-benzenedicarboxamide), C(=O)C=1C=C(C=CC1)B(O)O ((3-formylphenyl)boronic acid), C([O-])([O-])=O.[K+].[K+] (potassium carbonate). Reagents/catalysts: C=1C=CC(=CC1)[P](C=2C=CC=CC2)(C=3C=CC=CC3)[Pd]([P](C=4C=CC=CC4)(C=5C=CC=CC5)C=6C=CC=CC6)([P](C=7C=CC=CC7)(C=8C=CC=CC8)C=9C=CC=CC9)[P](C=1C=CC=CC1)(C=1C=CC=CC1)C=1C=CC=CC1 (tetrakis(triphenylphosphine)palladium(0)). The solvent is O (water), O1CCOCC1 (dioxane), CCOC(=O)C (EtOAc). Product: C(C)N1N=CC=2C1=NC(=C(C2NC2CCOCC2)CNC(=O)C2=CC(=CC=C2)C(=O)NCC=2C=C(C(=CC2)OC)C2=CC(=CC=C2)C=O)CC (N-{[1,6-Diethyl-4-(tetrahydro-2H-pyran-4-ylamino)-1H-pyrazolo[3,4-b]pyridin-5-yl]methyl}-N′-{[3′-formyl-6-(methyloxy)-3-biphenylyl]methyl}-1,3-benzenedicarboxamide). Reaction SMILES: BrC1C=C(C[N:11]([CH2:23][C:24]2[C:25]([NH:37][CH:38]3[CH2:43][CH2:42][O:41][CH2:40][CH2:39]3)=[C:26]3[CH:34]=[N:33][N:32]([CH2:35][CH3:36])[C:27]3=[N:28][C:29]=2[CH2:30][CH3:31])[C:12]([C:14]2[CH:19]=[CH:18][CH:17]=[C:16]([C:20]([NH2:22])=[O:21])[CH:15]=2)=[O:13])C=CC=1OC.[CH:44]([C:46]1[CH:47]=[C:48](B(O)O)[CH:49]=[CH:50][CH:51]=1)=[O:45].[C:55](=[O:58])([O-])[O-].[K+].[K+]>O1CCOCC1.O.CCOC(C)=O.C1C=CC([P]([Pd]([P](C2C=CC=CC=2)(C2C=CC=CC=2)C2C=CC=CC=2)([P](C2C=CC=CC=2)(C2C=CC=CC=2)C2C=CC=CC=2)[P](C2C=CC=CC=2)(C2C=CC=CC=2)C2C=CC=CC=2)(C2C=CC=CC=2)C2C=CC=CC=2)=CC=1>[CH2:35]([N:32]1[C:27]2=[N:28][C:29]([CH2:30][CH3:31])=[C:24]([CH2:23][NH:11][C:12]([C:14]3[CH:19]=[CH:18][CH:17]=[C:16]([C:20]([NH:22][CH2:12][C:14]4[CH:15]=[C:16]([C:48]5[CH:49]=[CH:50][CH:51]=[C:46]([CH:44]=[O:45])[CH:47]=5)[C:17]([O:58][CH3:55])=[CH:18][CH:19]=4)=[O:21])[CH:15]=3)=[O:13])[C:25]([NH:37][CH:38]3[CH2:39][CH2:40][O:41][CH2:42][CH2:43]3)=[C:26]2[CH:34]=[N:33]1)[CH3:36] |f:2.3.4,^1:77,79,98,117|. Procedure details: N-{[3-Bromo-4-(methyloxy)phenyl]methyl}-N-{[1,6-diethyl-4-(tetrahydro-2H-pyran-4-ylamino)-1H-pyrazolo[3,4-b]pyridin-5-yl]methyl}-1,3-benzenedicarboxamide (0.64 g, 0.99 mmol), (3-formylphenyl)boronic acid (0.193 g, 1.29 mmol), potassium carbonate (0.41 g, 2.97 mmol), and tetrakis(triphenylphosphine)palladium(0) (0.058 g, 0.05 mmol) were combined in dioxane (6 mL) and water (2 mL). The mixture was microwaved at 150° C. for 30 min. The reaction mixture was diluted with EtOAc and washed 3× with H2O.... The reactants are N1(CC(CCC1)O)C1CCNCC1 ([1,4′]bipiperidinyl-3-ol), FC1=CC=C(C=C1)[N+](=O)[O-] (4-fluoro-nitrobenzene). The product is [N+](=O)([O-])C1=CC=C(C=C1)N1CCC(CC1)N1CC(CCC1)O (1′-(4-Nitro-phenyl)-[1,4′]bipiperidinyl-3-ol). Reaction SMILES: [N:1]1([CH:8]2[CH2:13][CH2:12][NH:11][CH2:10][CH2:9]2)[CH2:6][CH2:5][CH2:4][CH:3]([OH:7])[CH2:2]1.F[C:15]1[CH:20]=[CH:19][C:18]([N+:21]([O-:23])=[O:22])=[CH:17][CH:16]=1>>[N+:21]([C:18]1[CH:19]=[CH:20][C:15]([N:11]2[CH2:12][CH2:13][CH:8]([N:1]3[CH2:6][CH2:5][CH2:4][CH:3]([OH:7])[CH2:2]3)[CH2:9][CH2:10]2)=[CH:16][CH:17]=1)([O-:23])=[O:22]. Procedure: The compound was prepared from [1,4′]bipiperidinyl-3-ol (ChemBridge) and 4-fluoro-nitrobenzene (Aldrich) following the procedure used in Example 1. MS (m+H)+: 306. The reactants are CN1C(=O)N(C(=O)C(=C1N)N)C (1,3-dimethyl-5,6-diaminouracil), NC1=C(C(=O)O)C=CC(=C1)Cl (2-amino-4-chlorobenzoic acid). The solvent is CO (methanol). Conditions: time 15 minute. Yields the product NC1=C(C=CC(=C1)Cl)C1=NC=2N(C(N(C)C(C2N1)=O)=O)C (8-(2-Amino-4-Chlorophenyl) Theophylline). Yield: 12.5%. RXN SMILES: [CH3:1][N:2]1[C:9]([NH2:10])=[C:8]([NH2:11])[C:6](=[O:7])[N:5]([CH3:12])[C:3]1=[O:4].[NH2:13][C:14]1[CH:22]=[C:21]([Cl:23])[CH:20]=[CH:19][C:15]=1[C:16](O)=O>CO>[NH2:13][C:14]1[CH:22]=[C:21]([Cl:23])[CH:20]=[CH:19][C:15]=1[C:16]1[NH:11][C:8]2[C:6](=[O:7])[N:5]([CH3:12])[C:3](=[O:4])[N:2]([CH3:1])[C:9]=2[N:10]=1. Procedure: 1,3-dimethyl-5,6-diaminouracil (0.01 mol) was suspended in 50 ml methanol. 2-amino-4-chlorobenzoic acid (0.01 mol) was added, followed by 0.01 mol of DICD. The reactants were stirred at room temperature for 15 min, then filtered and washed with methanol. The solid was boiled in 40 ml 1 2.5N NaOH for five min, filtered hot, and the eluate was left to cool for three hours. The material which precipitated on cooling was filtered without washing, redissolved in 40 ml water, and precipitated by neutr... The reactants are O=[N+]([O-])c1cnc2ccc(Br)cc2c1Cl, CCOC(C)=O, COC(=O)C1CCN(c2ccc(N)cc2C(F)(F)F)CC1, [Na+], O=C([O-])O, C1COCCO1. Product: COC(=O)C1CCN(c2ccc(Nc3c([N+](=O)[O-])cnc4ccc(Br)cc34)cc2C(F)(F)F)CC1. As a reaction SMILES: [Br:1][c:2]1[cH:3][c:4]2[c:5]([Cl:15])[c:6]([N+:12](=[O:13])[O-:14])[cH:7][n:8][c:9]2[cH:10][cH:11]1.[CH3:48][CH2:49][O:50][C:51]([CH3:52])=[O:53].[NH2:16][c:17]1[cH:18][c:19]([C:33]([F:34])([F:35])[F:36])[c:20]([N:23]2[CH2:24][CH2:25][CH:26]([C:29](=[O:30])[O:31][CH3:32])[CH2:27][CH2:28]2)[cH:21][cH:22]1.[Na+:41].[O-:37][C:38]([OH:39])=[O:40].[O:42]1[CH2:43][CH2:44][O:45][CH2:46][CH2:47]1>>[Br:1][c:2]1[cH:3][c:4]2[c:5]([NH:16][c:17]3[cH:18][c:19]([C:33]([F:34])([F:35])[F:36])[c:20]([N:23]4[CH2:24][CH2:25][CH:26]([C:29](=[O:30])[O:31][CH3:32])[CH2:27][CH2:28]4)[cH:21][cH:22]3)[c:6]([N+:12](=[O:13])[O-:14])[cH:7][n:8][c:9]2[cH:10][cH:11]1. Reactants: saturated aqueous solution, C([O-])(O)=O.[Na+] (sodium bicarbonate), C(C)(C)O (isopropanol), Cl.CNOC (N,O-dimethylhydroxylamine hydrochloride), BrCCCCN1C(C=2C(C1=O)=CC=CC2)=O (N-(4-bromobutyl)phthalimide). Solvent: C(C)N(CC)CC (triethylamine). Reaction conditions: time 5 minute. Yields the product ClCCCCN1C(C=2C(C1=O)=CC=CC2)=O (N-(4-chlorobutyl)-phthalimide). The yield is 42.7%. Reaction SMILES: C(O)(C)C.[ClH:5].CNOC.Br[CH2:11][CH2:12][CH2:13][CH2:14][N:15]1[C:19](=[O:20])[C:18]2=[CH:21][CH:22]=[CH:23][CH:24]=[C:17]2[C:16]1=[O:25].C(=O)(O)[O-].[Na+]>C(N(CC)CC)C>[Cl:5][CH2:11][CH2:12][CH2:13][CH2:14][N:15]1[C:19](=[O:20])[C:18]2=[CH:21][CH:22]=[CH:23][CH:24]=[C:17]2[C:16]1=[O:25] |f:1.2,4.5|. Procedure: To a suspension of 50 ml of isopropanol containing N,O-dimethylhydroxylamine hydrochloride (3.97 g, 40.0 mmol) was added dropwise 5.56 ml of triethylamine. The resulting mixture became homogeneous after 5 minutes. There were added 2.00 g (7.09 mmol) of N-(4-bromobutyl)phthalimide and the mixture was refluxed for 58 hours. This was cooled to room temperature, then poured into 200 ml of saturated aqueous solution of sodium bicarbonate and extracted with chloroform. The organic layer was separated,... The reactants are CS(=O)(=O)OCC(=O)Oc1cc(F)ccc1[N+](=O)[O-], CC(=O)O, [Fe]. Yields the product O=C1CNc2ccc(F)cc2O1. As a reaction SMILES: [CH3:1][S:2]([O:3][CH2:6][C:7](=[O:8])[O:9][c:10]1[c:11]([N+:17]([O-:4])=[O:5])[cH:12][cH:13][c:14]([F:16])[cH:15]1)(=[O:18])=[O:19].[CH3:21][C:22](=[O:23])[OH:24].[Fe:20]>>[CH2:6]1[C:7](=[O:8])[O:9][c:10]2[c:11]([cH:12][cH:13][c:14]([F:16])[cH:15]2)[NH:17]1. The reactants are S(=O)(=O)(C)OC1=CC=C2CCC(C2=C1)=O (6-mesyloxy-1-indanone), O (water), CC(C=C)O (3-buten-2-ol), C1(=CC=C(C=C1)S(=O)(=O)O)C (p-toluenesulfonic acid). Run in COC(C)(C)OC (2,2-dimethoxy-propane). The product is C(C=CC)C1C(C2=CC(=CC=C2C1)OS(=O)(=O)C)=O ((RS)-2-(2-buten-1-yl)-6-mesyloxy-1-indanone). Yield: 50.0%. As a reaction SMILES: [S:1]([O:5][C:6]1[CH:14]=[C:13]2[C:9]([CH2:10][CH2:11][C:12]2=[O:15])=[CH:8][CH:7]=1)([CH3:4])(=[O:3])=[O:2].[CH3:16][CH:17](O)[CH:18]=[CH2:19].C1(C)C=CC(S(O)(=O)=O)=CC=1.O>COC(OC)(C)C>[CH2:16]([CH:11]1[CH2:10][C:9]2[C:13](=[CH:14][C:6]([O:5][S:1]([CH3:4])(=[O:2])=[O:3])=[CH:7][CH:8]=2)[C:12]1=[O:15])[CH:17]=[CH:18][CH3:19]. Procedure: A solution of 18.3 g of 6-mesyloxy-1-indanone, 16.7 ml of 3-buten-2-ol and 300 mg of p-toluenesulfonic acid in 400 ml of 2,2-dimethoxy-propane was boiled under reflux for 46 hours on a water separator filled with molecular sieve (0.4 nm, 2 mm pearl shaped). The reaction mixture was subsequently concentrated in a vacuum and purified by column chromatography on silica gel (hexane/ethyl acetate 4:1). In addition to 8.31 g of educt, there were obtained 11.3 g (50%) of (RS)-2-(2-buten-1-yl)-6-mesylox...